Dataset: the Open Reaction Database (ORD), a public repository of structured organic reaction records. Task: describe an organic reaction: reactants, conditions, products, and yield Reactants: ClC1=C(OC2=C(C(=C(N)C=C2C)C)Cl)C=CC(=C1)C1=CC=CC=C1 (4-(2-chloro-4-phenylphenoxy)-2,5-dimethyl-3-chloroaniline), ClC1=C(C(=O)N=C=O)C=CC=C1 (2-chlorobenzoyl isocyanate). Run in C1(=CC=CC=C1)C (toluene), C1(=CC=CC=C1)C (toluene), CCCCCC (hexane), C1(=CC=CC=C1)C (toluene). The product is ClC1=C(C(=O)NC(=O)NC2=C(C(=C(C(=C2)C)OC2=C(C=C(C=C2)C2=CC=CC=C2)Cl)Cl)C)C=CC=C1 (1-(2-chlorobenzoyl)-3-[2,5-dimethyl-3-chloro-4-(2-chloro-4-phenylphenoxy) phenyl]urea). RXN SMILES: [Cl:1][C:2]1[CH:18]=[C:17]([C:19]2[CH:24]=[CH:23][CH:22]=[CH:21][CH:20]=2)[CH:16]=[CH:15][C:3]=1[O:4][C:5]1[C:11]([CH3:12])=[CH:10][C:8]([NH2:9])=[C:7]([CH3:13])[C:6]=1[Cl:14].[Cl:25][C:26]1[CH:36]=[CH:35][CH:34]=[CH:33][C:27]=1[C:28]([N:30]=[C:31]=[O:32])=[O:29]>C1(C)C=CC=CC=1.CCCCCC>[Cl:25][C:26]1[CH:36]=[CH:35][CH:34]=[CH:33][C:27]=1[C:28]([NH:30][C:31]([NH:9][C:8]1[CH:10]=[C:11]([CH3:12])[C:5]([O:4][C:3]2[CH:15]=[CH:16][C:17]([C:19]3[CH:24]=[CH:23][CH:22]=[CH:21][CH:20]=3)=[CH:18][C:2]=2[Cl:1])=[C:6]([Cl:14])[C:7]=1[CH3:13])=[O:32])=[O:29]. Procedure: To a solution containing 1.61 grams (0.004 moles) of 4-(2-chloro-4-phenylphenoxy)-2,5-dimethyl-3-chloroaniline prepared in Part B and 3 milliliters of toluene, which solution was warmed to 40° C.-50° C. and placed under an atmosphere of nitrogen, was added a solution containing 0.98 grams (0.005 moles) of 2-chlorobenzoyl isocyanate and 0.05 milliliters of toluene. The resulting mixture was then heated to a temperature of 60° C.-70° C, for a period of 0.5-1.0 hours. After cooling to ambient tempe... Reactants: CCCCCC, CCCCCc1c(C(C)C)nc(C(C)C)c(CO)c1-c1ccc(F)cc1, ClCCl, [Li]CCCC. The product is CCCCCc1c(C(C)C)nc(C(C)C)c(C(O)CCCC)c1-c1ccc(F)cc1. As a reaction SMILES: [CH3:35][CH2:36][CH2:37][CH2:38][CH2:39][CH3:40].[CH:1]([CH3:2])([CH3:3])[c:4]1[n:5][c:6]([CH:24]([CH3:25])[CH3:26])[c:7]([CH2:19][CH2:20][CH2:21][CH2:22][CH3:23])[c:8](-[c:12]2[cH:13][cH:14][c:15]([F:18])[cH:16][cH:17]2)[c:9]1[CH2:10][OH:11].[Cl:32][CH2:33][Cl:34].[Li:27][CH2:28][CH2:29][CH2:30][CH3:31]>>[CH:1]([CH3:2])([CH3:3])[c:4]1[n:5][c:6]([CH:24]([CH3:25])[CH3:26])[c:7]([CH2:19][CH2:20][CH2:21][CH2:22][CH3:23])[c:8](-[c:12]2[cH:13][cH:14][c:15]([F:18])[cH:16][cH:17]2)[c:9]1[CH:10]([OH:11])[CH2:28][CH2:29][CH2:30][CH3:31].